From a dataset of the Open Reaction Database (ORD), a public repository of structured organic reaction records. describe an organic reaction: reactants, conditions, products, and yield The reactants are CC(C)(C)OC(=O)Cc1ccc(Oc2ccc(C(=O)NCCc3c(Cl)cccc3Cl)cc2)c(C#N)c1, ClCCl, O=C(O)C(F)(F)F. Yields the product N#Cc1cc(CC(=O)O)ccc1Oc1ccc(C(=O)NCCc2c(Cl)cccc2Cl)cc1. Reaction SMILES: [Cl:1][c:2]1[c:3]([CH2:4][CH2:5][NH:6][C:7](=[O:8])[c:9]2[cH:10][cH:11][c:12]([O:13][c:14]3[c:15]([C:28]#[N:29])[cH:16][c:17]([CH2:20][C:21](=[O:22])[O:23][C:24]([CH3:25])([CH3:26])[CH3:27])[cH:18][cH:19]3)[cH:30][cH:31]2)[c:32]([Cl:36])[cH:33][cH:34][cH:35]1.[Cl:44][CH2:45][Cl:46].[F:37][C:38]([F:39])([F:40])[C:41]([OH:42])=[O:43]>>[Cl:1][c:2]1[c:3]([CH2:4][CH2:5][NH:6][C:7](=[O:8])[c:9]2[cH:10][cH:11][c:12]([O:13][c:14]3[c:15]([C:28]#[N:29])[cH:16][c:17]([CH2:20][C:21](=[O:22])[OH:23])[cH:18][cH:19]3)[cH:30][cH:31]2)[c:32]([Cl:36])[cH:33][cH:34][cH:35]1. Reactants: CC=1NC(=C(C(C1C(=O)OCC)C1=C(C=CC=C1)[N+](=O)[O-])C(=O)OCC)C=O (diethyl 2-methyl-4-(2-nitrophenyl)-6-formyl-1,4-dihydropyridine-3,5-dicarboxylate), C(CO)O (ethylene glycol), C1(=CC=C(C=C1)S(=O)(=O)O)C (p-toluenesulfonic acid). Run in C1=CC=CC=C1 (benzene). Product: CC=1N2C(=C(C(C1C(=O)OCC)(C1=C(C=CC=C1)[N+](=O)[O-])C)C(=O)OCC)OCCO2 (diethyl 2-methyl-4-(2-nitrophenyl)-6-ethylenedioxymethyl-1,4-dihydropyridine-3,5-dicarboxylate). As a reaction SMILES: C[C:2]1[NH:3][C:4]([CH:27]=O)=[C:5]([C:22]([O:24][CH2:25][CH3:26])=[O:23])[CH:6]([C:13]2[CH:18]=[CH:17][CH:16]=[CH:15][C:14]=2[N+:19]([O-:21])=[O:20])[C:7]=1[C:8]([O:10][CH2:11][CH3:12])=[O:9].[CH2:29]([OH:32])[CH2:30][OH:31].[C:33]1(C)C=CC(S(O)(=O)=O)=CC=1>C1C=CC=CC=1>[CH3:27][C:4]1[N:3]2[O:32][CH2:29][CH2:30][O:31][C:2]2=[C:7]([C:8]([O:10][CH2:11][CH3:12])=[O:9])[C:6]([CH3:33])([C:13]2[CH:18]=[CH:17][CH:16]=[CH:15][C:14]=2[N+:19]([O-:21])=[O:20])[C:5]=1[C:22]([O:24][CH2:25][CH3:26])=[O:23]. Procedure: A mixture of diethyl 2-methyl-4-(2-nitrophenyl)-6-formyl-1,4-dihydropyridine-3,5-dicarboxylate (388.37 mg), ethylene glycol (186.21mg) and p-toluenesulfonic acid (catalytic amount) in absolute benzene (5 ml) was refluxed for 45 minutes under azeotropic dehydration. The reaction mixture was allowed to stand and washed twice with an aqueous solution of sodium bicarbonate. After removal of the solvent, the residue immediately turned into crystals. Thus obtained crystals were recrystallized from a m... Reactants: FC(C(=O)OCC)(COC1OCCCC1)F (ethyl 2,2-difluoro-3-tetrahydropyranyloxypropionate), [BH4-].[Na+] (sodium borohydride). Solvent: C(C)O (ethanol), C(C)O (ethanol). Yields the product FC(CO)(COC1OCCCC1)F (2,2-DIFLUORO-3-TETRAHYDROPYRANYLOXY-1-PROPANOL). RXN SMILES: [F:1][C:2]([F:16])([CH2:8][O:9][CH:10]1[CH2:15][CH2:14][CH2:13][CH2:12][O:11]1)[C:3](OCC)=[O:4].[BH4-].[Na+]>C(O)C>[F:16][C:2]([F:1])([CH2:8][O:9][CH:10]1[CH2:15][CH2:14][CH2:13][CH2:12][O:11]1)[CH2:3][OH:4] |f:1.2|. Reported procedure: A solution of ethyl 2,2-difluoro-3-tetrahydropyranyloxypropionate (3.5 g, 15 mmol) in absolute ethanol (10 ml) was added dropwise to a slurry of sodium borohydride (0.57 g, 15 mmol) at room temperature in absolute ethanol (20 ml). Then the mixture was stirred an additional hour at room temperature. Then the mixture was concentrated in vacuo, hydrolyzed with aqueous ammonium chloride, extracted with ethyl acetate and dried over magnesium sulfate. The product was purified by flash chromatography o... Reactants: C(CC(O)(C(=O)O)CC(=O)O)(=O)O (citric acid), ClS(=O)(=O)C=1C=C(C(=O)OCC[Si](C)(C)C)C=CC1 (2-(trimethylsilyl)ethyl 3-(chlorosulfonyl)benzoate), C(Cl)Cl (methylene chloride), NC1=C(C(=O)OC)C=CC=C1 (methyl 2-aminobenzoate). Run in N1=CC=CC=C1 (pyridine). Conditions: time 15 hour. Yields the product C[Si](CCOC(=O)C=1C=C(C=CC1)S(=O)(=O)NC1=C(C(=O)OC)C=CC=C1)(C)C (methyl 2-{[(3-{[2-(trimethylsilyl)ethoxy]carbonyl}phenyl)sulfonyl]amino}benzoate). Yield: 92.2%. As a reaction SMILES: Cl[S:2]([C:5]1[CH:6]=[C:7]([CH:17]=[CH:18][CH:19]=1)[C:8]([O:10][CH2:11][CH2:12][Si:13]([CH3:16])([CH3:15])[CH3:14])=[O:9])(=[O:4])=[O:3].C(Cl)Cl.[NH2:23][C:24]1[CH:33]=[CH:32][CH:31]=[CH:30][C:25]=1[C:26]([O:28][CH3:29])=[O:27].C(O)(=O)CC(CC(O)=O)(C(O)=O)O>N1C=CC=CC=1>[CH3:14][Si:13]([CH3:16])([CH3:15])[CH2:12][CH2:11][O:10][C:8]([C:7]1[CH:6]=[C:5]([S:2]([NH:23][C:24]2[CH:33]=[CH:32][CH:31]=[CH:30][C:25]=2[C:26]([O:28][CH3:29])=[O:27])(=[O:4])=[O:3])[CH:19]=[CH:18][CH:17]=1)=[O:9]. Reported procedure: To a mixture of 2.09 g of 2-(trimethylsilyl)ethyl 3-(chlorosulfonyl)benzoate and 20 mL of methylene chloride were added 982 mg of methyl 2-aminobenzoate and 2.10 mL of pyridine under ice-cooling, followed by stirring at room temperature for 15 hours. To the reaction mixture was added a 10% aqueous citric acid solution, followed by extraction with ethyl acetate. The organic layer was washed with saturated brine and dried over anhydrous sodium sulfate. The solvent was evaporated under reduced pres... Starting materials: FC(C=1C=C(C=C(C1)C(F)(F)F)[C@@H](C)O[C@@H]1[C@H]([C@@H](CC1)NC)C1=CC=C(C=C1)F)(F)F (racemic 1-(S)-(1-(R)-(3,5-bis(trifluoromethyl)phenyl)ethoxy)-2-(S)-(4-fluorophenyl)-3-(R)-(methylamino)cyclopentane), BrCC(=O)OC(C)(C)C (t-butyl bromoacetate), CCN(C(C)C)C(C)C (DIPEA), O (water). Solvent: C(C)#N (acetonitrile). Run at temperature 50 celsius. The product is FC(C=1C=C(C=C(C1)C(F)(F)F)[C@@H](C)O[C@@H]1[C@H]([C@@H](CC1)N(C)CC(=O)OC(C)(C)C)C1=CC=C(C=C1)F)(F)F (1-(S)-(1-(R)-(3,5-Bis(trifluoromethyl)phenyl)ethoxy)-2-(S)-(4-fluorophenyl)-3-(R)-(N-(t-butoxycarbonylmethyl)-N-methylamino)cyclopentane). Reaction SMILES: [F:1][C:2]([F:31])([F:30])[C:3]1[CH:4]=[C:5]([C@H:13]([O:15][C@H:16]2[CH2:20][CH2:19][C@@H:18]([NH:21][CH3:22])[C@@H:17]2[C:23]2[CH:28]=[CH:27][C:26]([F:29])=[CH:25][CH:24]=2)[CH3:14])[CH:6]=[C:7]([C:9]([F:12])([F:11])[F:10])[CH:8]=1.Br[CH2:33][C:34]([O:36][C:37]([CH3:40])([CH3:39])[CH3:38])=[O:35].CCN(C(C)C)C(C)C.O>C(#N)C>[F:12][C:9]([F:10])([F:11])[C:7]1[CH:6]=[C:5]([C@H:13]([O:15][C@H:16]2[CH2:20][CH2:19][C@@H:18]([N:21]([CH2:33][C:34]([O:36][C:37]([CH3:40])([CH3:39])[CH3:38])=[O:35])[CH3:22])[C@@H:17]2[C:23]2[CH:28]=[CH:27][C:26]([F:29])=[CH:25][CH:24]=2)[CH3:14])[CH:4]=[C:3]([C:2]([F:1])([F:30])[F:31])[CH:8]=1. Procedure details: To a solution of 250 mg of non-racemic 1-(S)-(1-(R)-(3,5-bis(trifluoromethyl)phenyl)ethoxy)-2-(S)-(4-fluorophenyl)-3-(R)-(methylamino)cyclopentane from Example 39 in 6 mL of acetonitrile was added 0.108 mL of t-butyl bromoacetate and 0.36 mL of DIPEA. The reaction was heated at 50° C. for 5 h and then poured into water and extract twice with ethyl acetate. The organic layers were washed with a portion of brine, combined, dried over sodium sulfate and evaporated. The residue was purified by flash... The reactants are N1(C=NC=C1)C(=O)C=1C(NC(N(C1C)C1=CC(=CC=C1)C(F)(F)F)=O)C1=CC=C(C#N)C=C1 (4-{5-(1H-Imidazol-1-ylcarbonyl)-6-methyl-2-oxo-1-[3-(trifluoromethyl)phenyl]-1,2,3,4-tetrahydro-4-pyrimidinyl}benzonitrile), CN(CCO)C (2-(dimethylamino)ethanol). Reaction conditions: temperature 100 celsius, time 1 hour. Product: C(#N)C1=CC=C(C=C1)C1NC(N(C(=C1C(=O)OCCN(C)C)C)C1=CC(=CC=C1)C(F)(F)F)=O (2-(Dimethylamino)ethyl 4-(4-cyanophenyl)-6-methyl-2-oxo-1-[3-(trifluoromethyl)-phenyl]-1,2,3,4-tetrahydro-5-pyrimidinecarboxylate). As a reaction SMILES: N1([C:6]([C:8]2[CH:9]([C:26]3[CH:33]=[CH:32][C:29]([C:30]#[N:31])=[CH:28][CH:27]=3)[NH:10][C:11](=[O:25])[N:12]([C:15]3[CH:20]=[CH:19][CH:18]=[C:17]([C:21]([F:24])([F:23])[F:22])[CH:16]=3)[C:13]=2[CH3:14])=[O:7])C=CN=C1.[CH3:34][N:35]([CH3:39])[CH2:36][CH2:37][OH:38]>>[C:30]([C:29]1[CH:28]=[CH:27][C:26]([CH:9]2[C:8]([C:6]([O:38][CH2:37][CH2:36][N:35]([CH3:39])[CH3:34])=[O:7])=[C:13]([CH3:14])[N:12]([C:15]3[CH:20]=[CH:19][CH:18]=[C:17]([C:21]([F:23])([F:22])[F:24])[CH:16]=3)[C:11](=[O:25])[NH:10]2)=[CH:33][CH:32]=1)#[N:31]. Procedure: 45.1 mg (0.1 mmol) of the compound of Example 25 are added to 0.5 ml 2-(dimethylamino)ethanol. The reaction mixture is stirred at approx. 100° C. for 1 hour. After cooling the reaction mixture is purified by preparative HPLC (column: Agilent Zorbax Extend C18 20 mm×50 mm, 5 μm; solvent A: acetonitrile, solvent B: water+0.1% conc. ammonia; gradient: 0 min 10% A, 2 min 10% A, 6 min 90% A, 7 min 90% A, 7.1 min 10% A, 8 min 10% A; wavelength: 220 nm; injection volume: approx. 500 μl; number of injec...